Dataset: the Open Reaction Database (ORD), a public repository of structured organic reaction records. Task: describe an organic reaction: reactants, conditions, products, and yield Reactants: CCOC(CCOc1ccc(C(N)=O)cc1)OCC, C1CCOC1, Cl. Product: NC(=O)c1ccc(OCCC=O)cc1. As a reaction SMILES: [CH2:1]([O:3][CH:4]([O:2][CH2:17][CH3:18])[CH2:5][CH2:6][O:7][c:8]1[cH:9][cH:10][c:11]([C:12](=[O:13])[NH2:14])[cH:15][cH:16]1)[CH3:19].[CH2:21]1[O:22][CH2:23][CH2:24][CH2:25]1.[ClH:20]>>[O:3]=[CH:4][CH2:5][CH2:6][O:7][c:8]1[cH:9][cH:10][c:11]([C:12](=[O:13])[NH2:14])[cH:15][cH:16]1. Reaction SMILES: [CH3:1][S:2]([N:5]1[CH2:10][CH2:9][CH2:8][C@H:7]([NH:11][C:12]2[C:17]([C:18]3[N:19]=[C:20]4[CH:26]=[CH:25][N:24](COCC[Si](C)(C)C)[C:21]4=[N:22][CH:23]=3)=[CH:16][N:15]=[C:14](S(C)(=O)=O)[N:13]=2)[CH2:6]1)(=[O:4])=[O:3].[CH3:39][N:40]([CH3:44])[CH2:41][CH2:42][NH2:43].CS(C)(=O)=O>O1CCOCC1>[CH3:39][N:40]([CH3:44])[CH2:41][CH2:42][NH:43][C:14]1[N:13]=[C:12]([NH:11][C@H:7]2[CH2:8][CH2:9][CH2:10][N:5]([S:2]([CH3:1])(=[O:4])=[O:3])[CH2:6]2)[C:17]([C:18]2[N:19]=[C:20]3[CH:26]=[CH:25][NH:24][C:21]3=[N:22][CH:23]=2)=[CH:16][N:15]=1. Procedure details: In a dioxane solution of ((S)-1-methanesulfonyl-piperidin-3-yl)-{2-methanesulfonyl-5-[5-(2-trimethylsilanyl-ethoxymethyl)-5H-pyrrolo[2,3-b]pyrazin-2-yl]-pyrimidin-4-yl}-amine derived from Example 84, step 1, N*1*,N*1*-dimethyl-ethane-1,2-diamine was used to displace the methylsulfone similar to examples above and the de-protection step was similar to step 5, Example 76, to give N*2*-(2-dimethylamino-ethyl)-N*4*-((S)-1-methanesulfonyl-piperidin-3-yl)-5-(5H-pyrrolo[2,3-b]pyrazin-2-yl)-pyrimidine-2... Starting materials: CS(=O)(=O)N1C[C@H](CCC1)NC1=NC(=NC=C1C=1N=C2C(=NC1)N(C=C2)COCC[Si](C)(C)C)S(=O)(=O)C (((S)-1-methanesulfonyl-piperidin-3-yl)-{2-methanesulfonyl-5-[5-(2-trimethylsilanyl-ethoxymethyl)-5H-pyrrolo[2,3-b]pyrazin-2-yl]-pyrimidin-4-yl}-amine), CN(CCN)C (N*1*,N*1*-dimethyl-ethane-1,2-diamine), CS(=O)(=O)C (methylsulfone). The solvent is O1CCOCC1 (dioxane). Yields the product CN(CCNC1=NC=C(C(=N1)N[C@@H]1CN(CCC1)S(=O)(=O)C)C=1N=C2C(=NC1)NC=C2)C (N*2*-(2-dimethylamino-ethyl)-N*4*-((S)-1-methanesulfonyl-piperidin-3-yl)-5-(5H-pyrrolo[2,3-b]pyrazin-2-yl)-pyrimidine-2,4-diamine).